This data is from the Open Reaction Database (ORD), a public repository of structured organic reaction records. The task is: describe an organic reaction: reactants, conditions, products, and yield Starting materials: [OH-].[Na+] (sodium hydroxide), Cl (hydrochloric acid), COC=1C=C(C=S)C=CC1C(=O)N(C)C (3-methoxy-4-dimethylaminocarbonylthiobenzaldehyde), BrCC(=O)OCC (ethyl bromoacetate). Run in O (water), C(C)O (ethanol), O (water), C(C)O (ethanol). Reaction conditions: time 3 hour. The product is COC=1C=C(C=S)C=CC1CC(=O)OCC (3-methoxy-4-ethoxycarbonylmethylthiobenzaldehyde). RXN SMILES: [OH-].[Na+].[CH3:3][O:4][C:5]1[CH:6]=[C:7]([CH:10]=[CH:11][C:12]=1[C:13](N(C)C)=O)[CH:8]=[S:9].BrC[C:20]([O:22][CH2:23][CH3:24])=[O:21].Cl>O.C(O)C>[CH3:3][O:4][C:5]1[CH:6]=[C:7]([CH:10]=[CH:11][C:12]=1[CH2:13][C:20]([O:22][CH2:23][CH3:24])=[O:21])[CH:8]=[S:9] |f:0.1|. Procedure details: A solution of sodium hydroxide (4.92 g) in water (5 ml) is diluted with ethanol (80 ml), and the mixture is subjected to deaeration, and then put under nitrogen atmosphere. To the mixture is added 3-methoxy-4-dimethylaminocarbonylthiobenzaldehyde (20 g), and the mixture is refluxed for 14 hours. After cooling, to the mixture is added dropwise ethyl bromoacetate (9.74 ml), and the mixture is stirred at room temperature for three hours. To the mixture are added ethanol, 1.5N hydrochloric acid and ...